Dataset: the Open Reaction Database (ORD), a public repository of structured organic reaction records. Task: describe an organic reaction: reactants, conditions, products, and yield The reactants are C(C)OC([C@@H](C[C@@H](CC1=CC=C(C=C1)C1=CC=CC=C1)NC(CC=1SC=CC1)=O)C)=O ((2R,4S)-5-biphenyl-4-yl-2-methyl-4-(2-thiophen-2-yl-acetylamino)-pentanoic acid ethyl ester), [OH-].[Na+] (NaOH), C(C)(=O)OCC (ethyl acetate). Run in C(C)O (ethanol). Reaction conditions: time 18 hour. Product: C1(=CC=C(C=C1)C[C@H](C[C@H](C(=O)O)C)NC(CC=1SC=CC1)=O)C1=CC=CC=C1 ((2R,4S)-5-biphenyl-4-yl-2-methyl-4-(2-thiophen-2-yl-acetylamino)-pentanoic acid). RXN SMILES: C([O:3][C:4](=[O:31])[C@H:5]([CH3:30])[CH2:6][C@H:7]([NH:21][C:22](=[O:29])[CH2:23][C:24]1[S:25][CH:26]=[CH:27][CH:28]=1)[CH2:8][C:9]1[CH:14]=[CH:13][C:12]([C:15]2[CH:20]=[CH:19][CH:18]=[CH:17][CH:16]=2)=[CH:11][CH:10]=1)C.[OH-].[Na+].C(OCC)(=O)C>C(O)C>[C:12]1([C:15]2[CH:16]=[CH:17][CH:18]=[CH:19][CH:20]=2)[CH:11]=[CH:10][C:9]([CH2:8][C@@H:7]([NH:21][C:22](=[O:29])[CH2:23][C:24]2[S:25][CH:26]=[CH:27][CH:28]=2)[CH2:6][C@@H:5]([CH3:30])[C:4]([OH:31])=[O:3])=[CH:14][CH:13]=1 |f:1.2|. Procedure details: Next, to a solution of (2R,4S)-5-biphenyl-4-yl-2-methyl-4-(2-thiophen-2-yl-acetylamino)-pentanoic acid ethyl ester (0.287 mmol) in ethanol (10 mL) is added aqueous 1M NaOH (2 mL, 6.97 mmol) and the mixture is stirred at room temperature for 18 hours. The mixture is poured into ethyl acetate and is washed with aqueous 1M HCl, the organic phase is dried over magnesium sulfate and the solvent is removed under reduced pressure. The residue is purified by preparative HPLC using a gradient of MeCN/wat... The product is CC(C)(C)OC(=O)N1C2CCC1CN(c1ccc(Cl)cn1)C2. The reactants are CC(C)(C)OC(=O)N1C2CCC1CNC2, Clc1ccc(Cl)nc1. RXN SMILES: [CH:1]12[CH2:2][NH:3][CH2:4][CH:5]([CH2:6][CH2:7]1)[N:8]2[C:9](=[O:10])[O:11][C:12]([CH3:13])([CH3:14])[CH3:15].[Cl:16][c:17]1[n:18][cH:19][c:20]([Cl:23])[cH:21][cH:22]1>>[CH:1]12[CH2:2][N:3]([c:17]3[n:18][cH:19][c:20]([Cl:23])[cH:21][cH:22]3)[CH2:4][CH:5]([CH2:6][CH2:7]1)[N:8]2[C:9](=[O:10])[O:11][C:12]([CH3:13])([CH3:14])[CH3:15]. Reactants: C1(=CC=CC=C1)C1C(=O)OC(C1)=O (phenylsuccinic anhydride), [NH4+] (ammonium), Cl (hydrochloric acid). Conditions: time 1 hour. The product is C1(=CC=CC=C1)C1CC(=O)NC1=O (3-phenylsuccinimide). As a reaction SMILES: [C:1]1([CH:7]2[CH2:12][C:11](=[O:13])O[C:8]2=[O:9])[CH:6]=[CH:5][CH:4]=[CH:3][CH:2]=1.Cl.[NH4+:15]>>[C:1]1([CH:7]2[C:8](=[O:9])[NH:15][C:11](=[O:13])[CH2:12]2)[CH:6]=[CH:5][CH:4]=[CH:3][CH:2]=1. Procedure: 10 g of phenylsuccinic anhydride was gradually added to 20 ml of 28% aqueous ammonium solution and the mixture was stirred for about 1 hour. To the reaction mixture was added aqueous hydrochloric acid solution so as to neutralize. After cooling, crystals thus formed were collected by filtration to obtain about 8.2 g of 3-phenylsuccinimide. The reactants are COCCOC, COC(=O)Cc1c(Cl)nc(C)nc1Cl, [H-], [Na+], O, COc1ccccc1COCCCOc1ccc(C2CCN(C(=O)OC(C)(C)C)CC2OCCO)cc1. Product: COC(=O)Cc1c(Cl)nc(C)nc1OCCOC1CN(C(=O)OC(C)(C)C)CCC1c1ccc(OCCCOCc2ccccc2OC)cc1. Reaction SMILES: [CH3:55][O:56][CH2:57][CH2:58][O:59][CH3:60].[Cl:40][c:41]1[n:42][c:43]([CH3:53])[n:44][c:45]([Cl:52])[c:46]1[CH2:47][C:48](=[O:49])[O:50][CH3:51].[H-:38].[Na+:39].[OH2:54].[OH:1][CH2:2][CH2:3][O:4][CH:5]1[CH2:6][N:7]([C:31](=[O:32])[O:33][C:34]([CH3:35])([CH3:36])[CH3:37])[CH2:8][CH2:9][CH:10]1[c:11]1[cH:12][cH:13][c:14]([O:17][CH2:18][CH2:19][CH2:20][O:21][CH2:22][c:23]2[c:24]([O:29][CH3:30])[cH:25][cH:26][cH:27][cH:28]2)[cH:15][cH:16]1>>[O:1]([CH2:2][CH2:3][O:4][CH:5]1[CH2:6][N:7]([C:31](=[O:32])[O:33][C:34]([CH3:35])([CH3:36])[CH3:37])[CH2:8][CH2:9][CH:10]1[c:11]1[cH:12][cH:13][c:14]([O:17][CH2:18][CH2:19][CH2:20][O:21][CH2:22][c:23]2[c:24]([O:29][CH3:30])[cH:25][cH:26][cH:27][cH:28]2)[cH:15][cH:16]1)[c:45]1[n:44][c:43]([CH3:53])[n:42][c:41]([Cl:40])[c:46]1[CH2:47][C:48](=[O:49])[O:50][CH3:51]. Starting materials: O (water), C[Si](O[SiH](C)C)(C)C1=CC=C(C=C1)OC(OC1=CC=C(C=C1)[Si](O[SiH](C)C)(C)C)=O (bis[4-(1,1,3,3-tetramethyldisiloxanyl)phenyl]carbonate), CC(=O)C (acetone), CC(=O)C (acetone). Reagents/catalysts: [Pd] (palladium-on-carbon). Yields the product O[Si](O[Si](C)(C)C1=CC=C(C=C1)OC(OC1=CC=C(C=C1)[Si](O[Si](C)(C)O)(C)C)=O)(C)C (bis[4-(1-hydroxy-1,1,3,3-tetramethyldisiloxanyl)phenyl]carbonate). Isolated yield 78.0%. RXN SMILES: [OH2:1].[CH3:2][Si:3]([C:9]1[CH:14]=[CH:13][C:12]([O:15][C:16](=[O:31])[O:17][C:18]2[CH:23]=[CH:22][C:21]([Si:24]([CH3:30])([CH3:29])[O:25][SiH:26]([CH3:28])[CH3:27])=[CH:20][CH:19]=2)=[CH:11][CH:10]=1)([CH3:8])[O:4][SiH:5]([CH3:7])[CH3:6].CC(C)=[O:34]>[Pd]>[OH:1][Si:26]([CH3:27])([CH3:28])[O:25][Si:24]([C:21]1[CH:22]=[CH:23][C:18]([O:17][C:16](=[O:31])[O:15][C:12]2[CH:11]=[CH:10][C:9]([Si:3]([CH3:2])([CH3:8])[O:4][Si:5]([OH:34])([CH3:7])[CH3:6])=[CH:14][CH:13]=2)=[CH:19][CH:20]=1)([CH3:29])[CH3:30]. Procedure: To a cold (-5° C.) solution of 100 ml of acetone, 4 ml. of water and a catalytic amount of 5% palladium-on-carbon was added slowly 9.9 g of bis[4-(1,1,3,3-tetramethyldisiloxanyl)phenyl]carbonate in 20 ml. of acetone over a period of 8 hrs. After the addition was complete, the palladium-on-carbon was removed by filtration. The filtrate was concentrated on a rotary evaporator at room temperature to a viscous liquid which solidified upon treatment with pentane. There was obtained 7.5 g (78%) of the... Reactants: BrC=1C=C(C(=NC1)Cl)[N+](=O)[O-] (5-bromo-2-chloro-3-nitropyridine), N1(C=NC=C1)C=1C=C(C=CC1)N (3-(imidazol-1-yl)phenylamine), C([O-])([O-])=O.[K+].[K+] (potassium carbonate). Run in CN(C=O)C (N,N-dimethylformamide), C(C)(=O)OCC (ethyl acetate), CO (methanol). Conditions: temperature 110 celsius. Product: BrC=1C=C(C(=NC1)NC1=CC(=CC=C1)N1C=NC=C1)[N+](=O)[O-] (N-(5-bromo-3-nitropyridin-2-yl)-N-[3-(imidazol-1-yl)phenyl]amine). Isolated yield 19.1%. Reaction SMILES: [Br:1][C:2]1[CH:3]=[C:4]([N+:9]([O-:11])=[O:10])[C:5](Cl)=[N:6][CH:7]=1.[N:12]1([C:17]2[CH:18]=[C:19]([NH2:23])[CH:20]=[CH:21][CH:22]=2)[CH:16]=[CH:15][N:14]=[CH:13]1.C(=O)([O-])[O-].[K+].[K+]>CN(C)C=O.C(OCC)(=O)C.CO>[Br:1][C:2]1[CH:3]=[C:4]([N+:9]([O-:11])=[O:10])[C:5]([NH:23][C:19]2[CH:20]=[CH:21][CH:22]=[C:17]([N:12]3[CH:16]=[CH:15][N:14]=[CH:13]3)[CH:18]=2)=[N:6][CH:7]=1 |f:2.3.4|. Procedure details: A mixture of 5-bromo-2-chloro-3-nitropyridine (4.1 g, 17 mmol), 3-(imidazol-1-yl)phenylamine (2.5 g, 16 mmol) and potassium carbonate (1.3 g, 9.4 mmol) in N,N-dimethylformamide (15 ml) was heated at 110° C. for 2 hours. The reaction was cooled to ambient temperature, diluted with ethyl acetate (100 ml) and methanol (100 ml) then pre-adsorbed on to silica. Purification by silica gel chromatography eluting with dichloromethane/methanol/0.880 NH3 (97:2.7:0.3) gave N-(5-bromo-3-nitropyridin-2-yl)-N-... Reactants: C1CCOC1, CC(C)[N-]C(C)C, CC=O, Fc1cccc2ccc(Cl)nc12, [Li+]. Product: CC(O)c1cc2cccc(F)c2nc1Cl. Reaction SMILES: [CH2:24]1[O:25][CH2:26][CH2:27][CH2:28]1.[CH:13]([N-:14][CH:15]([CH3:16])[CH3:17])([CH3:18])[CH3:19].[CH:21]([CH3:22])=[O:23].[Cl:1][c:2]1[n:3][c:4]2[c:5]([F:12])[cH:6][cH:7][cH:8][c:9]2[cH:10][cH:11]1.[Li+:20]>>[Cl:1][c:2]1[n:3][c:4]2[c:5]([F:12])[cH:6][cH:7][cH:8][c:9]2[cH:10][c:11]1[CH:21]([CH3:22])[OH:23]. The reactants are Cl.NC1=[N+](C(=CC(=C1)Cl)C)[O-] (2-amino-4-chloro-6-methylpyridine-1-oxide hydrochloride), N1CCCCC1 (piperidine). Run in O (water), O (water). Run at temperature 155 celsius. Yields the product NC1=[N+](C(=CC(=C1)N1CCCCC1)C)[O-] (2-amino-6-methyl-4-piperidinopyridine-1-oxide). Isolated yield 55.0%. As a reaction SMILES: Cl.[NH2:2][C:3]1[CH:8]=[C:7](Cl)[CH:6]=[C:5]([CH3:10])[N+:4]=1[O-:11].[NH:12]1[CH2:17][CH2:16][CH2:15][CH2:14][CH2:13]1>O>[NH2:2][C:3]1[CH:8]=[C:7]([N:12]2[CH2:17][CH2:16][CH2:15][CH2:14][CH2:13]2)[CH:6]=[C:5]([CH3:10])[N+:4]=1[O-:11] |f:0.1|. Procedure: A quantity (1.50 g., 0.0077 mole) of 2-amino-4-chloro-6-methylpyridine-1-oxide hydrochloride (prepared in Part B, above) with 6.0 ml. piperidine, and 10.0 ml. water was sealed in a reinforced bottle and heated in an oil bath at the temperature 155° C. for 3.5 hrs. The aqueous reaction mixture was then cooled to 25° C. and diluted with 50 ml. water. The diluted reaction mixture was then extracted with three 50.0 ml. portions of chloroform. The combined chloroform extracts were treated with charco... Reactants: BrCc1ccccc1, CC(C)=O, [K+], [K+], Cc1cc(O)c(F)cc1[N+](=O)[O-], O=C([O-])[O-]. Yields the product Cc1cc(OCc2ccccc2)c(F)cc1[N+](=O)[O-]. RXN SMILES: [Br:19][CH2:20][c:21]1[cH:22][cH:23][cH:24][cH:25][cH:26]1.[CH3:27][C:28](=[O:29])[CH3:30].[K+:13].[K+:14].[N+:1](=[O:2])([O-:3])[c:4]1[c:5]([CH3:12])[cH:6][c:7]([OH:11])[c:8]([F:10])[cH:9]1.[O-:15][C:16]([O-:17])=[O:18]>>[N+:1](=[O:2])([O-:3])[c:4]1[c:5]([CH3:12])[cH:6][c:7]([O:11][CH2:20][c:21]2[cH:22][cH:23][cH:24][cH:25][cH:26]2)[c:8]([F:10])[cH:9]1. The reactants are CCON, CCC(=O)C1=C(O)CC(c2ccc(NC(=O)OC)cc2)CC1=O, ClC(Cl)Cl, O. Yields the product CCON=C(CC)C1=C(O)CC(c2ccc(NC(=O)OC)cc2)CC1=O. RXN SMILES: [CH2:28]([CH3:29])[O:30][NH2:31].[CH3:5][O:6][C:7](=[O:8])[NH:9][c:10]1[cH:11][cH:12][c:13]([CH:16]2[CH2:17][C:18]([OH:27])=[C:19]([C:23]([CH2:24][CH3:25])=[O:26])[C:20](=[O:22])[CH2:21]2)[cH:14][cH:15]1.[CH:1]([Cl:2])([Cl:3])[Cl:4].[OH2:32]>>[CH3:5][O:6][C:7](=[O:8])[NH:9][c:10]1[cH:11][cH:12][c:13]([CH:16]2[CH2:17][C:18]([OH:27])=[C:19]([C:23]([CH2:24][CH3:25])=[N:31][O:30][CH2:28][CH3:29])[C:20](=[O:22])[CH2:21]2)[cH:14][cH:15]1.